This data is from the Open Reaction Database (ORD), a public repository of structured organic reaction records. The task is: describe an organic reaction: reactants, conditions, products, and yield The reactants are ice, FC1=C(C(=CC=C1O)F)C(C(=O)O)OCC ((RS)-(2,6-difluoro-3-hydroxy-phenyl)-ethoxy-acetic acid), Cl.NCC1=CC=C(C#N)C=C1 (4-aminomethyl-benzonitrile hydrochloride), ON1N=NC2=C1C=CC=C2 (1-hydroxybenzotriazole), C(CCl)Cl (EDC). The solvent is CN(C)C=O (DMF), C(C)N(CC)CC (triethylamine). Conditions: temperature 0 celsius, time 2 day. Product: C(#N)C1=CC=C(CNC(C(OCC)C2=C(C(=CC=C2F)O)F)=O)C=C1 ((RS)-N-(4-cyano-benzyl)-2-(2,6-difluoro-3-hydroxy-phenyl)-2-ethoxy-acetamide). Yield: 49.0%. As a reaction SMILES: [F:1][C:2]1[C:7]([OH:8])=[CH:6][CH:5]=[C:4]([F:9])[C:3]=1[CH:10]([O:14][CH2:15][CH3:16])[C:11]([OH:13])=O.Cl.[NH2:18][CH2:19][C:20]1[CH:27]=[CH:26][C:23]([C:24]#[N:25])=[CH:22][CH:21]=1.ON1C2C=CC=CC=2N=N1.C(Cl)CCl>CN(C=O)C.C(N(CC)CC)C>[C:19]([C:20]1[CH:27]=[CH:26][C:23]([CH2:24][NH:25][C:11](=[O:13])[CH:10]([C:3]2[C:4]([F:9])=[CH:5][CH:6]=[C:7]([OH:8])[C:2]=2[F:1])[O:14][CH2:15][CH3:16])=[CH:22][CH:21]=1)#[N:18] |f:1.2|. Reported procedure: To an ice cooled mixture under Ar of (RS)-(2,6-difluoro-3-hydroxy-phenyl)-ethoxy-acetic acid, 4-aminomethyl-benzonitrile hydrochloride (10.6 g) and 1-hydroxybenzotriazole (9.8 g) in DMF (140 ml) was added EDC (13.9 g) and triethylamine (55 ml). The mixture was stirred 2.5 h at 0° C. and 2 d at rt. The solvent was evaporated and H2O (250 ml) was added. The product was extracted with AcOEt (2×200 ml). The organic layers were washed with 5% NaHCO3 aq. sol. (100 ml), brine 100 ml). After drying (Na2... The yield is 78.3%. The reactants are C(C1=CC=CC=C1)N1CC(OCC1)C1=CC=C(C=C1)COC1=C(C=CC=C1Cl)Cl (4-benzyl-2-[4-(2,6-dichloro-phenoxymethyl)-phenyl]-morpholine), ClC(=O)OC(C)Cl (1-chloroethyl chloroformate). The solvent is ClCCCl (1,2-dichloroethane). RXN SMILES: C([N:8]1[CH2:13][CH2:12][O:11][CH:10]([C:14]2[CH:19]=[CH:18][C:17]([CH2:20][O:21][C:22]3[C:27]([Cl:28])=[CH:26][CH:25]=[CH:24][C:23]=3[Cl:29])=[CH:16][CH:15]=2)[CH2:9]1)C1C=CC=CC=1.ClC(OC(Cl)C)=O>ClCCCl>[Cl:28][C:27]1[CH:26]=[CH:25][CH:24]=[C:23]([Cl:29])[C:22]=1[O:21][CH2:20][C:17]1[CH:16]=[CH:15][C:14]([CH:10]2[O:11][CH2:12][CH2:13][NH:8][CH2:9]2)=[CH:19][CH:18]=1. Run at time 15 minute. The product is ClC1=C(OCC2=CC=C(C=C2)C2CNCCO2)C(=CC=C1)Cl (2-[4-(2,6-Dichloro-phenoxymethyl)-phenyl]-morpholine). Reported procedure: To a solution of 4-benzyl-2-[4-(2,6-dichloro-phenoxymethyl)-phenyl]-morpholine (2.25 g; 3.7 mmol) in 1,2-dichloroethane (10 mL), was added dropwise 1-chloroethyl chloroformate (0.44 mL; 4.0 mmol), at 0° C. After 15 minutes, the cooling was removed and subsequently the mixture was heated under reflux overnight. After cooling to RT the mixture was concentrated in vacuo. To the residue was added toluene and the mixture was concentrated in vacuo. This last step was repeated twice. To the final resid... Starting materials: C(C1=CC=CC=C1)N(C(OC(C)(C)C)=O)CCN1CC2=CC=C(C=C2CC1CC1=CC=CC=C1)F (tert-butyl benzyl[2-[3-benzyl-6-fluoro-3,4-dihydroisoquinolin-2(1H)-yl]ethyl]carbamate). Run in Cl.C(C)(=O)OCC (hydrochloric acid ethyl acetate). Reaction conditions: time 30 minute. Yields the product C(C1=CC=CC=C1)NCCN1CC2=CC=C(C=C2CC1CC1=CC=CC=C1)F (N-benzyl-2-[3-benzyl-6-fluoro-3,4-dihydroisoquinolin-2(1H)-yl]ethanamine). Yield: 97.5%. As a reaction SMILES: [CH2:1]([N:8]([CH2:16][CH2:17][N:18]1[CH:27]([CH2:28][C:29]2[CH:34]=[CH:33][CH:32]=[CH:31][CH:30]=2)[CH2:26][C:25]2[C:20](=[CH:21][CH:22]=[C:23]([F:35])[CH:24]=2)[CH2:19]1)C(=O)OC(C)(C)C)[C:2]1[CH:7]=[CH:6][CH:5]=[CH:4][CH:3]=1>Cl.C(OCC)(=O)C>[CH2:1]([NH:8][CH2:16][CH2:17][N:18]1[CH:27]([CH2:28][C:29]2[CH:34]=[CH:33][CH:32]=[CH:31][CH:30]=2)[CH2:26][C:25]2[C:20](=[CH:21][CH:22]=[C:23]([F:35])[CH:24]=2)[CH2:19]1)[C:2]1[CH:7]=[CH:6][CH:5]=[CH:4][CH:3]=1 |f:1.2|. Reported procedure: 13 mg of tert-butyl benzyl[2-[3-benzyl-6-fluoro-3,4-dihydroisoquinolin-2(1H)-yl]ethyl]carbamate was dissolved in 0.5 mL of a 4N hydrochloric acid-ethyl acetate solution, followed by continuously stirring at room temperature for 30 minutes. The reaction liquid was concentrated under reduced pressure, dissolved in ethyl acetate, washed with an aqueous sodium bicarbonate solution and saturated brine, dried over anhydrous sodium sulfate and then concentrated under reduced pressure. The residue obtai...